Dataset: the Open Reaction Database (ORD), a public repository of structured organic reaction records. Task: describe an organic reaction: reactants, conditions, products, and yield Reactants: CS(=O)(=O)OCCOC1=NNC2=NC=NC(=C21)NC2=CC(=C(C=C2)OCC2=NC=CC=C2)CC (2-[(4-{[3-ethyl-4-(pyridin-2-ylmethoxy)phenyl]amino)-1H-pyrazolo[3,4-d]pyrimidin-3-yl)oxy]ethyl methanesulfonate), N1CCOCC1 (morpholine). The product is C(C)C=1C=C(C=CC1OCC1=NC=CC=C1)NC1=C2C(=NC=N1)NN=C2OCCN2CCOCC2 (N-[3-ethyl-4-(pyridin-2-ylmethoxy)phenyl]-3-(2-morpholin-4-ylethoxy)-1H-pyrazolo[3,4-d]pyrimidin-4-amine). Isolated yield 45.0%. RXN SMILES: CS(O[CH2:6][CH2:7][O:8][C:9]1[C:17]2[C:12](=[N:13][CH:14]=[N:15][C:16]=2[NH:18][C:19]2[CH:24]=[CH:23][C:22]([O:25][CH2:26][C:27]3[CH:32]=[CH:31][CH:30]=[CH:29][N:28]=3)=[C:21]([CH2:33][CH3:34])[CH:20]=2)[NH:11][N:10]=1)(=O)=O.[NH:35]1[CH2:40][CH2:39][O:38][CH2:37][CH2:36]1>>[CH2:33]([C:21]1[CH:20]=[C:19]([NH:18][C:16]2[N:15]=[CH:14][N:13]=[C:12]3[NH:11][N:10]=[C:9]([O:8][CH2:7][CH2:6][N:35]4[CH2:40][CH2:39][O:38][CH2:37][CH2:36]4)[C:17]=23)[CH:24]=[CH:23][C:22]=1[O:25][CH2:26][C:27]1[CH:32]=[CH:31][CH:30]=[CH:29][N:28]=1)[CH3:34]. Procedure: The procedure described in Example 55 was repeated using 2-[(4-{[3-ethyl-4-(pyridin-2-ylmethoxy)phenyl]amino}-1H-pyrazolo[3,4-d]pyrimidin-3-yl)oxy]ethyl methanesulfonate (prepared as described in Example 19) and morpholine to give the title compound in 45% yield; NMR Spectrum: 1.20 (t, 3H), 2.50-2.52 (m, 4H), 2.66 (q, 2H), 2.78 (t, 2H), 3.54-3.56 (m, 4H), 4.42 (t, 2H), 5.20 (s, 2H), 7.01 (d, 1H), 7.34-7.38 (m, 1H), 7.41 (d, 1H), 7.49-7.55 (m, 2H), 7.85 (td, 1H), 8.23 (s, 1H), 8.28 (s, 1H), 8.59 ... Starting materials: CC1=C(C(=NO1)C1=CC=CC=C1)COC1=NC=C(C(=O)O)C=C1 (6-(5-methyl-3-phenyl-isoxazol-4-ylmethoxy)-nicotinic acid), NC1CCN(CC1)CC1=CC=CC=C1 (4-amino-1-benzylpiperidine). The product is C(C1=CC=CC=C1)N1CCC(CC1)NC(C1=CN=C(C=C1)OCC=1C(=NOC1C)C1=CC=CC=C1)=O (N-(1-Benzyl-piperidin-4-yl)-6-(5-methyl-3-phenyl-isoxazol-4-ylmethoxy)-nicotinamide). Yield: 77.0%. RXN SMILES: [CH3:1][C:2]1[O:6][N:5]=[C:4]([C:7]2[CH:12]=[CH:11][CH:10]=[CH:9][CH:8]=2)[C:3]=1[CH2:13][O:14][C:15]1[CH:23]=[CH:22][C:18]([C:19]([OH:21])=O)=[CH:17][N:16]=1.[NH2:24][CH:25]1[CH2:30][CH2:29][N:28]([CH2:31][C:32]2[CH:37]=[CH:36][CH:35]=[CH:34][CH:33]=2)[CH2:27][CH2:26]1>>[CH2:31]([N:28]1[CH2:29][CH2:30][CH:25]([NH:24][C:19](=[O:21])[C:18]2[CH:22]=[CH:23][C:15]([O:14][CH2:13][C:3]3[C:4]([C:7]4[CH:8]=[CH:9][CH:10]=[CH:11][CH:12]=4)=[N:5][O:6][C:2]=3[CH3:1])=[N:16][CH:17]=2)[CH2:26][CH2:27]1)[C:32]1[CH:33]=[CH:34][CH:35]=[CH:36][CH:37]=1. Procedure: As described for example 34, 6-(5-methyl-3-phenyl-isoxazol-4-ylmethoxy)-nicotinic acid (100 mg, 0.32 mmol) was converted, using 4-amino-1-benzylpiperidine instead of 1-methylpiperidin-4-amine, to the title compound (120 mg, 77%) which was obtained as an off white foam. MS: m/e=483.3 [M+H]+. Reactants: C1(=CCCCC1)CO (cyclohexenylmethanol), ClC=1C(=CC(=C(C(=O)OC)C1)F)OC1CCC(CC1)=C (methyl 5-chloro-2-fluoro-4-((4-methylenecyclohexyl)oxy)benzoate). Product: ClC=1C(=CC(=C(C(=O)OC)C1)F)OC1CCC2(CC2)CC1 (methyl 5-chloro-2-fluoro-4-(spiro[2.5]octan-6-yloxy)benzoate), syrup. The yield is 85.0%. Reaction SMILES: [C:1]1(CO)CCCCC=1.[Cl:9][C:10]1[C:11]([O:21][CH:22]2[CH2:27][CH2:26][C:25](=[CH2:28])[CH2:24][CH2:23]2)=[CH:12][C:13]([F:20])=[C:14]([CH:19]=1)[C:15]([O:17][CH3:18])=[O:16]>>[Cl:9][C:10]1[C:11]([O:21][CH:22]2[CH2:27][CH2:26][C:25]3([CH2:1][CH2:28]3)[CH2:24][CH2:23]2)=[CH:12][C:13]([F:20])=[C:14]([CH:19]=1)[C:15]([O:17][CH3:18])=[O:16]. Procedure: Following the procedure as described in Example 342 Step 2 and making non-critical variations to replace cyclohexenylmethanol with methyl 5-chloro-2-fluoro-4-((4-methylenecyclohexyl)oxy)benzoate, the title compound was obtained as a colorless syrup (0.769 g, 85% yield): 1H NMR (300 MHz, CDCl3) δ 7.95 (d, J=7.7 Hz, 1H), 6.68 (d, J=12.4 Hz, 1H), 4.49-4.41 (m, 1H), 3.88 (s, 3H), 1.99-1.78 (m, 4H), 1.53-1.32 (m, 4H), 0.33-0.27 (m, 4H). The reactants are CN1C=NC=C1 (N-methylimidazole), CI (methyl iodide). Solvent: C(C)(C)O (isopropanol). Run at time 12 hour. Product: [I-].[I-].C[N+]1=CN(C=C1)C.C[N+]1=CN(C=C1)C (1,3-dimethylimidazolium diiodide). Reaction SMILES: [CH3:1][N:2]1[CH:6]=[CH:5][N:4]=[CH:3]1.[CH3:7][I:8]>C(O)(C)C>[I-:8].[I-:8].[CH3:1][N+:2]1[CH:6]=[CH:5][N:4]([CH3:7])[CH:3]=1.[CH3:1][N+:2]1[CH:6]=[CH:5][N:4]([CH3:7])[CH:3]=1 |f:3.4.5.6|. Procedure details: 21.3 ml (267 mmol) of N-methylimidazole are dissolved in 150 ml of isopropanol. After addition of 17.3 ml (280 mmol) of methyl iodide, the mixture is heated at the boiling point for 8 hours. After cooling, the solution is allowed to stand for 12 hours to crystallize. The crystalline 1,3-dimethylimidazolium iodide (1a) is filtered off and washed with 50 ml of diethyl ether and 50 ml of THF. Yield: 57 g (96%). The reactants are Oc1ccccc1OCc1ccccc1, CS(=O)(=O)Cl, ClCCl. Yields the product CS(=O)(=O)Oc1ccccc1OCc1ccccc1. Reaction SMILES: [CH2:1]([c:2]1[cH:3][cH:4][cH:5][cH:6][cH:7]1)[O:8][c:9]1[c:10]([OH:15])[cH:11][cH:12][cH:13][cH:14]1.[CH3:16][S:17]([Cl:18])(=[O:19])=[O:20].[Cl:21][CH2:22][Cl:23]>>[CH2:1]([c:2]1[cH:3][cH:4][cH:5][cH:6][cH:7]1)[O:8][c:9]1[c:10]([O:15][S:17]([CH3:16])(=[O:19])=[O:20])[cH:11][cH:12][cH:13][cH:14]1. Starting materials: ClC1=CC=C(NS(=O)(=O)C)C=C1 (4'-chloro-methanesulphonanilide), C([O-])([O-])=O.[K+].[K+] (potassium carbonate), ClCC(C)=O (chloroacetone). Solvent: COCCOC (1,2-dimethoxyethane). Yields the product O=C(CN(C1=CC=C(C=C1)Cl)S(=O)(=O)C)C (N-2-oxopropyl-4'-chloro-methanesulphonanilide). Reaction SMILES: [Cl:1][C:2]1[CH:12]=[CH:11][C:5]([NH:6][S:7]([CH3:10])(=[O:9])=[O:8])=[CH:4][CH:3]=1.C(=O)([O-])[O-].[K+].[K+].Cl[CH2:20][C:21](=[O:23])[CH3:22]>COCCOC>[O:23]=[C:21]([CH3:22])[CH2:20][N:6]([S:7]([CH3:10])(=[O:9])=[O:8])[C:5]1[CH:11]=[CH:12][C:2]([Cl:1])=[CH:3][CH:4]=1 |f:1.2.3|. Reported procedure: A mixture of 4'-chloro-methanesulphonanilide (10.0 g), anhydrous potassium carbonate (4.0 g), chloroacetone (4.8 ml), and 1,2-dimethoxyethane was stirred and boiled under reflux for 24 hours, and then filtered, and the filtrate was evaporated. The oil residue was dissolved in ether, and the solution was washed with water, dried (MgSO4) and evaporated. The residue gave almost colourless crystals from acetone/40°-60° petrol. Melting point 108°. Yield 4.1 g.